The task is: describe an organic reaction: reactants, conditions, products, and yield. This data is from the Open Reaction Database (ORD), a public repository of structured organic reaction records. Starting materials: D1, COC1=C(CON2C(NC3=C(C2=O)SC2=C3C=CC=C2)=O)C=CC(=C1)OC (3-(2,4-Dimethoxy-benzyloxy)-1H-benzo[4,5]thieno[3,2-d]pyrimidine-2,4-dione), BrC=1C=C(CBr)C=CC1 (3-bromobenzyl bromide). Product: BrC=1C=C(CN2C(N(C(C3=C2C2=C(S3)C=CC=C2)=O)O)=O)C=CC1 (1-(3-Bromo-benzyl)-3-hydroxy-1H-benzo[4,5]thieno[3,2-d]pyrimidine-2,4-dione). Reaction SMILES: COC1C=C(OC)C=CC=1C[O:6][N:7]1[C:12](=[O:13])[C:11]2[S:14][C:15]3[CH:20]=[CH:19][CH:18]=[CH:17][C:16]=3[C:10]=2[NH:9][C:8]1=[O:21].[Br:28][C:29]1[CH:30]=[C:31]([CH:34]=[CH:35][CH:36]=1)[CH2:32]Br>>[Br:28][C:29]1[CH:30]=[C:31]([CH:34]=[CH:35][CH:36]=1)[CH2:32][N:9]1[C:10]2[C:16]3[CH:17]=[CH:18][CH:19]=[CH:20][C:15]=3[S:14][C:11]=2[C:12](=[O:13])[N:7]([OH:6])[C:8]1=[O:21]. Reported procedure: Following general procedure B2 and D1, 3-(2,4-Dimethoxy-benzyloxy)-1H-benzo[4,5]thieno[3,2-d]pyrimidine-2,4-dione was alkylated with 3-bromobenzyl bromide and subsequently deprotected to provide the title compound as a white solid. 1H NMR (d6-DMSO, 300 MHz) δ 7.10-7.18 (m, 2H); 7.22 (ddd, J1=8 Hz, J2=1 Hz, 1H); 7.31 (ddd, J1=7 Hz, J2=2 Hz, 1H); 7.39 (dd, J=8 Hz, 1H); 7.44 (s, 1H); 7.71 (d, J=8 Hz, 1H); 7.97 (d, J1=8 Hz, 1H); Ret. time=2.82 min., m/z=403.0. The reactants are FC(S(=O)(=O)OCC(F)(F)F)(F)F (2,2,2-trifluoroethyl trifluoromethanesulfonate), C([O-])([O-])=O.[K+].[K+] (potassium carbonate), C(C)#N (acetonitrile), COC1=CC=C(CN2N=C(C3=CC=CC=C23)C2=NC=C(C(=N2)NC2=CC=NC=C2)O)C=C1 (2-[1-(4-methoxybenzyl)-1H-indazol-3-yl]-4-(pyridin-4-ylamino)pyrimidin-5-ol). Run in CN(C)C=O (DMF). Reaction conditions: temperature 150 celsius, time 30 minute. Product: COC1=CC=C(CN2N=C(C3=CC=CC=C23)C2=NC=C(C(=N2)NC2=CC=NC=C2)OCC(F)(F)F)C=C1 (2-[1-(4-methoxybenzyl)-1H-indazol-3-yl]-N-(pyridin-4-yl)-5-(2,2,2-trifluoroethoxy)pyrimidin-4-amine). Reaction SMILES: [CH3:1][O:2][C:3]1[CH:32]=[CH:31][C:6]([CH2:7][N:8]2[C:16]3[C:11](=[CH:12][CH:13]=[CH:14][CH:15]=3)[C:10]([C:17]3[N:22]=[C:21]([NH:23][C:24]4[CH:29]=[CH:28][N:27]=[CH:26][CH:25]=4)[C:20]([OH:30])=[CH:19][N:18]=3)=[N:9]2)=[CH:5][CH:4]=1.FC(F)(F)S(O[CH2:39][C:40]([F:43])([F:42])[F:41])(=O)=O.C(=O)([O-])[O-].[K+].[K+].C(#N)C>CN(C=O)C>[CH3:1][O:2][C:3]1[CH:4]=[CH:5][C:6]([CH2:7][N:8]2[C:16]3[C:11](=[CH:12][CH:13]=[CH:14][CH:15]=3)[C:10]([C:17]3[N:22]=[C:21]([NH:23][C:24]4[CH:29]=[CH:28][N:27]=[CH:26][CH:25]=4)[C:20]([O:30][CH2:39][C:40]([F:43])([F:42])[F:41])=[CH:19][N:18]=3)=[N:9]2)=[CH:31][CH:32]=1 |f:2.3.4|. Procedure details: 143 mg of 2-[1-(4-methoxybenzyl)-1H-indazol-3-yl]-4-(pyridin-4-ylamino)pyrimidin-5-ol (3-2, 0.337 mmol, 1. eq.) were dissolved in 500 μl of dry DMF. Then 117 mg of 2,2,2-trifluoroethyl trifluoromethanesulfonate (0.505 mmol, 1.5 eq.), 93.1 mg of potassium carbonate (0.674 mmol, 2 eq.) and 24 μl of acetonitrile were added. The resulting mixture was stirred at 150° C. for 30 minutes in a microwave. Then the mixture was partitioned between water and dichloromethane/isopropanol 4:1. The phases were s... The reactants are CNC(=O)c1c2cc(C3CC3)c(N(CCN3C(=O)c4ccccc4C3=O)S(C)(=O)=O)cc2nn1-c1ccc(Br)cc1, CCO, NN, O. Yields the product CNC(=O)c1c2cc(C3CC3)c(N(CCN)S(C)(=O)=O)cc2nn1-c1ccc(Br)cc1. As a reaction SMILES: [Br:1][c:2]1[cH:3][cH:4][c:5](-[n:8]2[n:9][c:10]3[cH:11][c:12]([N:24]([S:25](=[O:26])(=[O:27])[CH3:28])[CH2:29][CH2:30][N:31]4[C:32](=[O:33])[c:34]5[c:35]([cH:36][cH:37][cH:38][cH:39]5)[C:40]4=[O:41])[c:13]([CH:21]4[CH2:22][CH2:23]4)[cH:14][c:15]3[c:16]2[C:17](=[O:18])[NH:19][CH3:20])[cH:6][cH:7]1.[CH3:45][CH2:46][OH:47].[NH2:43][NH2:44].[OH2:42]>>[Br:1][c:2]1[cH:3][cH:4][c:5](-[n:8]2[n:9][c:10]3[cH:11][c:12]([N:24]([S:25](=[O:26])(=[O:27])[CH3:28])[CH2:29][CH2:30][NH2:31])[c:13]([CH:21]4[CH2:22][CH2:23]4)[cH:14][c:15]3[c:16]2[C:17](=[O:18])[NH:19][CH3:20])[cH:6][cH:7]1. The reactants are CO, CC(=O)O, Nc1ccc(OCc2c(Cl)cccc2Cl)cc1[N+](=O)[O-], ClCCl, [Fe], [Na+], [OH-]. Product: Nc1ccc(OCc2c(Cl)cccc2Cl)cc1N. As a reaction SMILES: [CH3:26][OH:27].[CH3:28][C:29](=[O:30])[OH:31].[Cl:1][c:2]1[c:3]([CH2:4][O:5][c:6]2[cH:7][c:8]([N+:13]([O-:14])=[O:15])[c:9]([NH2:10])[cH:11][cH:12]2)[c:16]([Cl:20])[cH:17][cH:18][cH:19]1.[Cl:23][CH2:24][Cl:25].[Fe:32].[Na+:22].[OH-:21]>>[Cl:1][c:2]1[c:3]([CH2:4][O:5][c:6]2[cH:7][c:8]([NH2:13])[c:9]([NH2:10])[cH:11][cH:12]2)[c:16]([Cl:20])[cH:17][cH:18][cH:19]1. The reactants are BrC=1C=C2C(C(NC2=CC1)=O)=O (5-bromo-1H-indole-2,3-dione), N(N)C(CCC1=CC=C(C(=O)NN)C=C1)=O (4-(3-hydrazino-3-oxopropyl)benzohydrazide). The solvent is C(C)(=O)O (acetic acid). Reaction conditions: temperature 100 celsius. Yields the product BrC=1C=C2C(C(NC2=CC1)=O)=NNC(C1=CC=C(C=C1)CCC(=O)NN=C1C(NC2=CC=C(C=C12)Br)=O)=O (N′-(5-Bromo-2-oxo-1,2-dihydro-3H-indol-3-ylidene)-4-{3-[2-(5-bromo-2-oxo-1,2-dihydro-3H-indol-3-ylidene)hydrazino]-3-oxopropyl}benzohydrazide). Isolated yield 82.0%. RXN SMILES: [Br:1][C:2]1[CH:3]=[C:4]2[C:8](=[CH:9][CH:10]=1)[NH:7][C:6](=[O:11])[C:5]2=O.[NH:13]([C:15](=[O:28])[CH2:16][CH2:17][C:18]1[CH:27]=[CH:26][C:21]([C:22]([NH:24][NH2:25])=[O:23])=[CH:20][CH:19]=1)[NH2:14]>C(O)(=O)C>[Br:1][C:2]1[CH:3]=[C:4]2[C:8](=[CH:9][CH:10]=1)[NH:7][C:6](=[O:11])[C:5]2=[N:25][NH:24][C:22](=[O:23])[C:21]1[CH:26]=[CH:27][C:18]([CH2:17][CH2:16][C:15]([NH:13][N:14]=[C:5]2[C:4]3[C:8](=[CH:9][CH:10]=[C:2]([Br:1])[CH:3]=3)[NH:7][C:6]2=[O:11])=[O:28])=[CH:19][CH:20]=1. Reported procedure: A suspension of 5-bromo-1H-indole-2,3-dione (67 mg, 0.30 mmol and) and 4-(3-hydrazino-3-oxopropyl)benzohydrazide (0.03 mg, 0.13 mmol) in acetic acid (2 mL) was heated at 100° C. for 80 min. The reaction mixture was cooled to rt and a yellow solid precipitated out. Filtration, washing with AcOH (3×1 mL) and with AcOH/water (2×1 mL) and water (3×1 mL) and drying in vacuo at 70° C. for 4 hrs gave 68 mg of the title compound in a 79% yield as a yellow solid. The reactants are O=C(n1ccnc1)n1ccnc1, CCNCc1ccccc1, COCCC(=O)O, ClCCl. The product is CCN(Cc1ccccc1)C(=O)CCOC. RXN SMILES: [C:1]([n:2]1[cH:3][cH:4][n:5][cH:6]1)([n:7]1[cH:8][cH:9][n:10][cH:11]1)=[O:12].[CH2:20]([CH3:21])[NH:22][CH2:23][c:24]1[cH:25][cH:26][cH:27][cH:28][cH:29]1.[CH3:13][O:14][CH2:15][CH2:16][C:17](=[O:18])[OH:19].[Cl:30][CH2:31][Cl:32]>>[CH3:13][O:14][CH2:15][CH2:16][C:17](=[O:19])[N:22]([CH2:20][CH3:21])[CH2:23][c:24]1[cH:25][cH:26][cH:27][cH:28][cH:29]1. The reactants are CS(=O)(=O)NC=1C=C2CC(CC2=CC1)NC (5-Methanesulphonamido-2-methylaminoindane), ClCC1=NC2=CC=C(C=C2C=C1)NS(=O)(=O)C (2-chloromethyl-6-methanesulphonamidoquinoline), C([O-])(O)=O.[Na+] (sodium bicarbonate). Solvent: C(C)#N (acetonitrile). The product is CS(=O)(=O)NC=1C=C2CC(CC2=CC1)N(C)CC1=NC2=CC=C(C=C2C=C1)NS(=O)(=O)C (5-Methanesulphonamido-2-[N-(6-methanesulphonamidoquinol-2-ylmethyl)-N-methylamino]indane). RXN SMILES: [CH3:1][S:2]([NH:5][C:6]1[CH:7]=[C:8]2[C:12](=[CH:13][CH:14]=1)[CH2:11][CH:10]([NH:15][CH3:16])[CH2:9]2)(=[O:4])=[O:3].Cl[CH2:18][C:19]1[CH:28]=[CH:27][C:26]2[C:21](=[CH:22][CH:23]=[C:24]([NH:29][S:30]([CH3:33])(=[O:32])=[O:31])[CH:25]=2)[N:20]=1.C(=O)(O)[O-].[Na+]>C(#N)C>[CH3:1][S:2]([NH:5][C:6]1[CH:7]=[C:8]2[C:12](=[CH:13][CH:14]=1)[CH2:11][CH:10]([N:15]([CH2:18][C:19]1[CH:28]=[CH:27][C:26]3[C:21](=[CH:22][CH:23]=[C:24]([NH:29][S:30]([CH3:33])(=[O:32])=[O:31])[CH:25]=3)[N:20]=1)[CH3:16])[CH2:9]2)(=[O:4])=[O:3] |f:2.3|. Reported procedure: 5-Methanesulphonamido-2-methylaminoindane (0.09 g), 2-chloromethyl-6-methanesulphonamidoquinoline (0.1 g) and sodium bicarbonate (0.2 g) were heated under reflux in acetonitrile (10 ml) for 11/2 hours. The solvent was then removed by evaporation in vacuo and the residue was taken up in methylene chloride, washed with aqueous sodium bicarbonate, dried (MgSO4) and evaporated in vacuo. The residue was purified by column chromatography on silica eluting with methylene chloride containing methanol (0...